This data is from the Open Reaction Database (ORD), a public repository of structured organic reaction records. The task is: describe an organic reaction: reactants, conditions, products, and yield Starting materials: O=C(OC)C(NC(=O)C=1C=CC=CC1)C(C)C. The reagents and catalysts are O1B(OC(C)(C)C1(C)C)B2OC(C)(C)C(O2)(C)C, O=C(NC1=CC=CC2=C1NC(=C2C)C)C=3C=NC(=CC3)C4=NC=CC=C4, C[OH2+].C[OH2+].C1CC=CCCC=C1.C1CC=CCCC=C1.[Ir].[Ir]. Solvent: O1CCCC1. Conditions: temperature 60 celsius, time 96 hour. Yields the product O=C(OC)C(NC(=O)C=1C=CC=CC1B2OC(C)(C)C(O2)(C)C)C(C)C. Yield: 63.0%. Reported procedure: Isolated by chromatography using deactivated silica gel and ethyl acetate and petroleum ether (5:1 to 2:1) as the eluent. Reactants: CS(=O)(=O)Cl (Methanesulfonyl chloride), C(C)OC(=O)C1=C(N(C=C1)C(C)C)C(O)C1=C(C=C(C=C1)Cl)C (2-[(4-chloro-2-methyl-phenyl)-hydroxy-methyl]-1-isopropyl-1H-pyrrole-3-carboxylic acid ethyl ester), N1=CC=CC=C1 (pyridine), crude intermediate, ClC=1C(=C(C=CC1)N)F (3-chloro-2-fluoro-phenylamine). Reagents/catalysts: CN(C)C=1C=CN=CC1 (DMAP). Run in C(Cl)Cl (CH2Cl2), CCOC(=O)C (EtOAc), C(Cl)Cl (CH2Cl2), O1CCOCC1 (dioxane). Reaction conditions: time 20 hour. Product: C(C)OC(=O)C1=C(N(C=C1)C(C)C)C(C1=C(C=C(C=C1)Cl)C)NC1=C(C(=CC=C1)Cl)F (2-[(3-Chloro-2-fluoro-phenylamino)-(4-chloro-2-methyl-phenyl)-methyl]-1-isopropyl-1H-pyrrole-3-carboxylic acid ethyl ester). Reaction SMILES: CS(Cl)(=O)=O.[CH2:6]([O:8][C:9]([C:11]1[CH:15]=[CH:14][N:13]([CH:16]([CH3:18])[CH3:17])[C:12]=1[CH:19]([C:21]1[CH:26]=[CH:25][C:24]([Cl:27])=[CH:23][C:22]=1[CH3:28])O)=[O:10])[CH3:7].N1C=CC=CC=1.[Cl:35][C:36]1[C:37]([F:43])=[C:38]([NH2:42])[CH:39]=[CH:40][CH:41]=1>CN(C1C=CN=CC=1)C.C(Cl)Cl.O1CCOCC1.CCOC(C)=O>[CH2:6]([O:8][C:9]([C:11]1[CH:15]=[CH:14][N:13]([CH:16]([CH3:18])[CH3:17])[C:12]=1[CH:19]([NH:42][C:38]1[CH:39]=[CH:40][CH:41]=[C:36]([Cl:35])[C:37]=1[F:43])[C:21]1[CH:26]=[CH:25][C:24]([Cl:27])=[CH:23][C:22]=1[CH3:28])=[O:10])[CH3:7]. Reported procedure: Methanesulfonyl chloride (10.62 mmol) was added to a mixture of 2-[(4-chloro-2-methyl-phenyl)-hydroxy-methyl]-1-isopropyl-1H-pyrrole-3-carboxylic acid ethyl ester (Step A4) (4.09 mmol), pyridine (14.01 mmol) and DMAP (1.226 mmol) in CH2Cl2 (70 mL). After stirring for 20 h, the reaction mixture was diluted with CH2Cl2 and washed with a saturated aqueous solution of NH4Cl (2×). The combined aqueous phases were back-extracted with CH2Cl2. The combined organic phases were dried (Na2SO4), filtered an... The reactants are N#CCBr, O=C([O-])[O-], CCCCc1oc2ccccc2c1C(=O)N(Cc1ccccc1)Cc1ccc(-c2ccc(O)c(Br)c2)cc1, [K+], [K+], CN(C)C=O. The product is CCCCc1oc2ccccc2c1C(=O)N(Cc1ccccc1)Cc1ccc(-c2ccc(OCC#N)c(Br)c2)cc1. RXN SMILES: [Br:39][CH2:40][C:41]#[N:42].[C:43](=[O:44])([O-:45])[O-:46].[CH2:1]([c:2]1[cH:3][cH:4][cH:5][cH:6][cH:7]1)[N:8]([C:9](=[O:10])[c:11]1[c:12]([CH2:20][CH2:21][CH2:22][CH3:23])[o:13][c:14]2[c:15]1[cH:16][cH:17][cH:18][cH:19]2)[CH2:24][c:25]1[cH:26][cH:27][c:28](-[c:31]2[cH:32][c:33]([Br:38])[c:34]([OH:37])[cH:35][cH:36]2)[cH:29][cH:30]1.[K+:47].[K+:48].[O:49]=[CH:50][N:51]([CH3:52])[CH3:53]>>[CH2:1]([c:2]1[cH:3][cH:4][cH:5][cH:6][cH:7]1)[N:8]([C:9](=[O:10])[c:11]1[c:12]([CH2:20][CH2:21][CH2:22][CH3:23])[o:13][c:14]2[c:15]1[cH:16][cH:17][cH:18][cH:19]2)[CH2:24][c:25]1[cH:26][cH:27][c:28](-[c:31]2[cH:32][c:33]([Br:38])[c:34]([O:37][CH2:40][C:41]#[N:42])[cH:35][cH:36]2)[cH:29][cH:30]1. Reactants: COC(=O)C1=CC2=C(OC=C2CCNC(C)=O)C=C1 (N-[2-(5-Methoxycarbonylbenzo[b]furan-3-yl)ethyl]acetamide), [OH-].[Na+] (sodium hydroxide). Run in CO (methanol). Run at time 8 hour. The product is C(C)(=O)NCCC1=COC2=C1C=C(C=C2)C(=O)O (3-[2-(Acetylamino)ethyl]-1-benzofuran-5-carboxylic acid). Reaction SMILES: C[O:2][C:3]([C:5]1[CH:19]=[CH:18][C:8]2[O:9][CH:10]=[C:11]([CH2:12][CH2:13][NH:14][C:15](=[O:17])[CH3:16])[C:7]=2[CH:6]=1)=[O:4].[OH-].[Na+]>CO>[C:15]([NH:14][CH2:13][CH2:12][C:11]1[C:7]2[CH:6]=[C:5]([C:3]([OH:4])=[O:2])[CH:19]=[CH:18][C:8]=2[O:9][CH:10]=1)(=[O:17])[CH3:16] |f:1.2|. Procedure details: To the ester obtained in Example 62 (2 mmol), dissolved in methanol (90 ml), there is added aqueous 30% sodium hydroxide solution (30 ml), and the mixture is stirred overnight. After evaporating off the methanol, the temperature of the reaction mixture is lowered with the aid of an ice bath and the mixture is acidified with hydrochloric acid solution (6N). The aqueous phase is extracted with ethyl acetate, and the organic phase is dried over magnesium sulphate and then evaporated to dryness. The... Starting materials: C(C)S(=O)(=O)N1CCC(CC1)C1=CNC2=C(C=C(C=C12)C=1C=C2CN(CC2=CC1)C(C)C)C(=O)N (3-[1-(ethylsulfonyl)-4-piperidinyl]-5-[2-(1-methylethyl)-2,3-dihydro-1H-isoindol-5-yl]-1H-indole-7-carboxamide). The solvent is CC(C)=O (2-propanone). The product is C(C)S(=O)(=O)N1CCC(CC1)C1=CNC2=C(C=C(C=C12)C=1C=C2CN(CC2=CC1)C)C(=O)N (3-[1-(ethylsulfonyl)-4-piperidinyl]-5-(2-methyl-2,3-dihydro-1H-isoindol-5-yl)-1H-indole-7-carboxamide). RXN SMILES: [CH2:1]([S:3]([N:6]1[CH2:11][CH2:10][CH:9]([C:12]2[C:20]3[C:15](=[C:16]([C:33]([NH2:35])=[O:34])[CH:17]=[C:18]([C:21]4[CH:22]=[C:23]5[C:27](=[CH:28][CH:29]=4)[CH2:26][N:25]([CH:30](C)C)[CH2:24]5)[CH:19]=3)[NH:14][CH:13]=2)[CH2:8][CH2:7]1)(=[O:5])=[O:4])[CH3:2]>CC(=O)C>[CH2:1]([S:3]([N:6]1[CH2:7][CH2:8][CH:9]([C:12]2[C:20]3[C:15](=[C:16]([C:33]([NH2:35])=[O:34])[CH:17]=[C:18]([C:21]4[CH:22]=[C:23]5[C:27](=[CH:28][CH:29]=4)[CH2:26][N:25]([CH3:30])[CH2:24]5)[CH:19]=3)[NH:14][CH:13]=2)[CH2:10][CH2:11]1)(=[O:4])=[O:5])[CH3:2]. Procedure details: The title compound was prepared according to the general procedure of 3-[1-(ethylsulfonyl)-4-piperidinyl]-5-[2-(1-methylethyl)-2,3-dihydro-1H-isoindol-5-yl]-1H-indole-7-carboxamide, substituting formaldehyde (6 mg, 0.198 mmol) for 2-propanone to afford 1.2 mg of the title compound. Starting materials: CN(C1=CC=C(C=C1)NC)C1=NC(=NC2=CC=C(C=C12)[N+](=O)[O-])C (N,N′-Dimethyl-N-(2-methyl-6-nitro-quinazolin-4-yl)-benzene-1,4-diamine), ClC1=NC(=NC2=CC=C(C=C12)[N+](=O)[O-])C (4-chloro-2-methyl-6-nitro-quinazoline), CNC1=CC=C(C=C1)NC (N,N′-dimethyl-benzene-1,4-diamine). The solvent is CC(C)O (i-PrOH), Cl (HCl). Reaction conditions: time 18 hour. Yields the product CC1=NC2=CC=C(C=C2C(=N1)N(C1=CC=C(C=C1)NC)C)N (2,N4-Dimethyl-N4-(4-methylamino-phenyl)-quinazoline-4,6-diamine). Reaction SMILES: [CH3:1][N:2]([C:11]1[C:20]2[C:15](=[CH:16][CH:17]=[C:18]([N+:21]([O-])=O)[CH:19]=2)[N:14]=[C:13]([CH3:24])[N:12]=1)[C:3]1[CH:8]=[CH:7][C:6]([NH:9][CH3:10])=[CH:5][CH:4]=1.ClC1C2C(=CC=C([N+]([O-])=O)C=2)N=C(C)N=1.CNC1C=CC(NC)=CC=1>CC(O)C.Cl>[CH3:24][C:13]1[N:12]=[C:11]([N:2]([CH3:1])[C:3]2[CH:4]=[CH:5][C:6]([NH:9][CH3:10])=[CH:7][CH:8]=2)[C:20]2[C:15](=[CH:16][CH:17]=[C:18]([NH2:21])[CH:19]=2)[N:14]=1. Procedure: N,N′-Dimethyl-N-(2-methyl-6-nitro-quinazolin-4-yl)-benzene-1,4-diamine: To a mixture of 0.15 g (0.67 mmol) of 4-chloro-2-methyl-6-nitro-quinazoline in i-PrOH (10 mL) and concd HCl (0.2 mL) was added 0.1 g (0.73 mmol) of N,N′-dimethyl-benzene-1,4-diamine, and the mixture was stirred at ambient temperature for 18 hours. The precipitate occurred during the reaction was collected and washed with Et2O to give 0.19 mg of the title compound as the HCl salt. LC-MS (ESI+; 324 ([M+H]+)). Reactants: Cl.FC1=CC=C(CNCC2=CC=C(C=C2)F)C=C1 (Bis-(4-fluoro-benzyl)-amine hydrochloride), [OH-].[Na+] (NaOH), C(=O)(C)Cl (AcCl). The solvent is C(Cl)Cl (CH2Cl2). Run at time 0.5 hour. The product is FC1=CC=C(CN(C(C)=O)CC2=CC=C(C=C2)F)C=C1 (N,N-bis-(4-fluoro-benzyl)-acetamide). Yield: 54.5%. As a reaction SMILES: Cl.[F:2][C:3]1[CH:18]=[CH:17][C:6]([CH2:7][NH:8][CH2:9][C:10]2[CH:15]=[CH:14][C:13]([F:16])=[CH:12][CH:11]=2)=[CH:5][CH:4]=1.[OH-].[Na+].[C:21](Cl)([CH3:23])=[O:22]>C(Cl)Cl>[F:2][C:3]1[CH:4]=[CH:5][C:6]([CH2:7][N:8]([CH2:9][C:10]2[CH:15]=[CH:14][C:13]([F:16])=[CH:12][CH:11]=2)[C:21](=[O:22])[CH3:23])=[CH:17][CH:18]=1 |f:0.1,2.3|. Procedure: Bis-(4-fluoro-benzyl)-amine hydrochloride (43 grams, 0.16 mole) was suspended in 200 mL of CH2Cl2. To this was added 730 mL of 1N NaOH. The reaction mixture was stirred vigorously while AcCl (20 mL, 0.28 mole) was slowly added. The reaction was stirred for 0.5 h, then the organic layer separated, washed with 1N HCl, dried over Na2SO4, filtered and the solvent removed under vacuum to yield 24 grams (55% yield) of N,N-bis-(4-fluoro-benzyl)-acetamide as an oil. MS (M+H) calcd for C16H16F2NO: 276.1.... The reactants are OCCNC(OC(C)(C)C)=O (tert-butyl 2-hydroxyethylcarbamate), [H-].[Na+] (NaH), O (water), ClC1=C(C=NC=C1)[N+](=O)[O-] (4-chloro-3-nitropyridine). The solvent is C1CCOC1 (THF). Reaction conditions: time 1 hour. The product is [N+](=O)([O-])C=1C=NC=CC1OCCNC(OC(C)(C)C)=O (tert-butyl 2-(3-nitropyridin-4-yloxy)ethylcarbamate). Reaction SMILES: [OH:1][CH2:2][CH2:3][NH:4][C:5](=[O:11])[O:6][C:7]([CH3:10])([CH3:9])[CH3:8].[H-].[Na+].Cl[C:15]1[CH:20]=[CH:19][N:18]=[CH:17][C:16]=1[N+:21]([O-:23])=[O:22].O>C1COCC1>[N+:21]([C:16]1[CH:17]=[N:18][CH:19]=[CH:20][C:15]=1[O:1][CH2:2][CH2:3][NH:4][C:5](=[O:11])[O:6][C:7]([CH3:8])([CH3:10])[CH3:9])([O-:23])=[O:22] |f:1.2|. Reported procedure: To a cooled solution (0° C.) of tert-butyl 2-hydroxyethylcarbamate (1.1 eq) in THF, NaH (1.3 eq) was added, stirred for 1 hr, and then 4-chloro-3-nitropyridine (1.0 eq) was added. The reaction mixture was stirred at RT overnight, poured into cold water, and extracted with EtOAc. Organic layer was dried over Na2CO3, filtered, and concentrated to yield tert-butyl 2-(3-nitropyridin-4-yloxy)ethylcarbamate. LCMS (m/z): 284.1 (MH+); LC Rt=2.09 min.